From a dataset of the Open Reaction Database (ORD), a public repository of structured organic reaction records. describe an organic reaction: reactants, conditions, products, and yield Starting materials: C1CCOC1, CSc1nccc(C=O)n1, CC(C)[N-]C(C)C, COC(=O)Cc1ccc(F)cc1, [Li+]. Yields the product COC(=O)C(c1ccc(F)cc1)C(O)c1ccnc(SC)n1. As a reaction SMILES: [CH2:31]1[O:32][CH2:33][CH2:34][CH2:35]1.[CH3:21][S:22][c:23]1[n:24][cH:25][cH:26][c:27]([CH:29]=[O:30])[n:28]1.[CH:1]([N-:2][CH:3]([CH3:4])[CH3:5])([CH3:6])[CH3:7].[F:9][c:10]1[cH:11][cH:12][c:13]([CH2:16][C:17](=[O:18])[O:19][CH3:20])[cH:14][cH:15]1.[Li+:8]>>[F:9][c:10]1[cH:11][cH:12][c:13]([CH:16]([C:17](=[O:18])[O:19][CH3:20])[CH:29]([c:27]2[cH:26][cH:25][n:24][c:23]([S:22][CH3:21])[n:28]2)[OH:30])[cH:14][cH:15]1.